This data is from the Open Reaction Database (ORD), a public repository of structured organic reaction records. The task is: describe an organic reaction: reactants, conditions, products, and yield The reactants are CC(=O)OCCCCOc1c(Cl)cc(OCC=C(Cl)Cl)cc1Cl, CO, Cl, [Na+], [OH-], O. The product is OCCCCOc1c(Cl)cc(OCC=C(Cl)Cl)cc1Cl. As a reaction SMILES: [C:1](=[O:2])([CH3:3])[O:4][CH2:5][CH2:6][CH2:7][CH2:8][O:9][c:10]1[c:11]([Cl:23])[cH:12][c:13]([O:17][CH2:18][CH:19]=[C:20]([Cl:21])[Cl:22])[cH:14][c:15]1[Cl:16].[CH3:28][OH:29].[ClH:27].[Na+:25].[OH-:24].[OH2:26]>>[OH:4][CH2:5][CH2:6][CH2:7][CH2:8][O:9][c:10]1[c:11]([Cl:23])[cH:12][c:13]([O:17][CH2:18][CH:19]=[C:20]([Cl:21])[Cl:22])[cH:14][c:15]1[Cl:16]. The reactants are Br, CC(=O)O, COC(=O)N1CCC(c2cc(=O)[nH]o2)CC1CCc1ccc(F)cc1. Yields the product O=c1cc(C2CCNC(CCc3ccc(F)cc3)C2)o[nH]1. Reaction SMILES: [BrH:30].[CH3:26][C:27](=[O:28])[OH:29].[F:1][c:2]1[cH:3][cH:4][c:5]([CH2:6][CH2:7][CH:8]2[N:9]([C:20]([O:21][CH3:22])=[O:23])[CH2:10][CH2:11][CH:12]([c:14]3[cH:15][c:16](=[O:19])[nH:17][o:18]3)[CH2:13]2)[cH:24][cH:25]1>>[F:1][c:2]1[cH:3][cH:4][c:5]([CH2:6][CH2:7][CH:8]2[NH:9][CH2:10][CH2:11][CH:12]([c:14]3[cH:15][c:16](=[O:19])[nH:17][o:18]3)[CH2:13]2)[cH:24][cH:25]1.